This data is from the Open Reaction Database (ORD), a public repository of structured organic reaction records. The task is: describe an organic reaction: reactants, conditions, products, and yield Reactants: O (water), CC1=CC=C(C=C1)S(=O)(=O)O (4-methyl-benzene-sulphonic acid), ClC(C(O)O)(Cl)Cl (chloral hydrate), C(CCC)O (butyl alcohol). Solvent: C1=CC=CC=C1 (benzene). Conditions: time 10 hour. Product: C(CCC)OC(C(Cl)(Cl)Cl)OCCCC (trichloro-acetaldehyde-dibutyl-acetal). As a reaction SMILES: O.[Cl:2][C:3]([Cl:8])([Cl:7])[CH:4]([OH:6])[OH:5].[CH2:9](O)[CH2:10][CH2:11][CH3:12].[CH3:14][C:15]1C=CC(S(O)(=O)=O)=[CH:17][CH:16]=1>C1C=CC=CC=1>[CH2:9]([O:5][CH:4]([O:6][CH2:14][CH2:15][CH2:16][CH3:17])[C:3]([Cl:8])([Cl:7])[Cl:2])[CH2:10][CH2:11][CH3:12]. Reported procedure: Into an apparatus supplied with a Dean-Stark water separator 7 g of chloral hydrate, 10 g of butyl alcohol, 0.1 g of 4-methyl-benzene-sulphonic acid and 50 ml of benzene are weighed. The mixture is heated on a water-bath and the water separation is continued for 10 hours. The benzene is washed with water and sodium hydrogen carbonate, then distilled off and the product is vacuum distilled.